Task: describe an organic reaction: reactants, conditions, products, and yield. Dataset: the Open Reaction Database (ORD), a public repository of structured organic reaction records Starting materials: CC(C)(C)OCC(NC(=O)OCc1cccc2c1Cc1ccccc1-2)C(=O)NC(CO)C(O)C(O)C(O)C(=O)NC(CC(=O)OC(c1ccccc1)c1ccccc1)c1ccccc1, C1CCNCC1. Product: CC(C)(C)OCC(N)C(=O)NC(CO)C(O)C(O)C(O)C(=O)NC(CC(=O)OC(c1ccccc1)c1ccccc1)c1ccccc1. RXN SMILES: [C:1]([CH3:2])([CH3:3])([CH3:4])[O:5][CH2:6][CH:7]([NH:8][C:9]([O:10][CH2:11][c:12]1[c:13]2[c:21]([cH:22][cH:23][cH:24]1)-[c:16]1[c:15]([cH:20][cH:19][cH:18][cH:17]1)[CH2:14]2)=[O:25])[C:26](=[O:27])[NH:28][CH:29]([CH:30]([CH:31]([CH:32]([C:33](=[O:34])[NH:35][CH:36]([CH2:37][C:38](=[O:39])[O:40][CH:41]([c:42]1[cH:43][cH:44][cH:45][cH:46][cH:47]1)[c:48]1[cH:49][cH:50][cH:51][cH:52][cH:53]1)[c:54]1[cH:55][cH:56][cH:57][cH:58][cH:59]1)[OH:60])[OH:61])[OH:62])[CH2:63][OH:64].[CH2:65]1[CH2:66][CH2:67][NH:68][CH2:69][CH2:70]1>>[C:1]([CH3:2])([CH3:3])([CH3:4])[O:5][CH2:6][CH:7]([NH2:8])[C:26](=[O:27])[NH:28][CH:29]([CH:30]([CH:31]([CH:32]([C:33](=[O:34])[NH:35][CH:36]([CH2:37][C:38](=[O:39])[O:40][CH:41]([c:42]1[cH:43][cH:44][cH:45][cH:46][cH:47]1)[c:48]1[cH:49][cH:50][cH:51][cH:52][cH:53]1)[c:54]1[cH:55][cH:56][cH:57][cH:58][cH:59]1)[OH:60])[OH:61])[OH:62])[CH2:63][OH:64]. Starting materials: O=C([O-])[O-], Cc1ccc(S(=O)(=O)OCC2Cc3cc(F)cc(Br)c3O2)cc1, OB(O)c1ccccc1F, [K+], [K+]. Product: Cc1ccc(S(=O)(=O)OCC2Cc3cc(F)cc(-c4ccccc4F)c3O2)cc1. As a reaction SMILES: [C:34](=[O:35])([O-:36])[O-:37].[CH3:1][c:2]1[cH:3][cH:4][c:5]([S:8](=[O:9])(=[O:10])[O:11][CH2:12][CH:13]2[O:14][c:15]3[c:16]([cH:18][c:19]([F:23])[cH:20][c:21]3[Br:22])[CH2:17]2)[cH:6][cH:7]1.[F:24][c:25]1[c:26]([B:31]([OH:32])[OH:33])[cH:27][cH:28][cH:29][cH:30]1.[K+:38].[K+:39]>>[CH3:1][c:2]1[cH:3][cH:4][c:5]([S:8](=[O:9])(=[O:10])[O:11][CH2:12][CH:13]2[O:14][c:15]3[c:16]([cH:18][c:19]([F:23])[cH:20][c:21]3-[c:26]3[c:25]([F:24])[cH:30][cH:29][cH:28][cH:27]3)[CH2:17]2)[cH:6][cH:7]1. Yields the product O1C2=C(OCCC1)C=C(C=C2)C2=NC(=NC(=C2C(C(=O)OC)CCC)C)C2=CC=CC=C2 (Methyl 2-(4-(3,4-dihydro-2H-benzo[b][1,4]dioxepin-7-yl)-6-methyl-2-phenylpyrimidin-5-yl)pentanoate). Run in COCCOC.O (DME water). Reactants: ClC1=NC(=NC(=C1C(C(=O)OC)CCC)C)C1=CC=CC=C1 (methyl 2-(4-chloro-6-methyl-2-phenylpyrimidin-5-yl)pentanoate), C(C)(C)N(C(C)C)CC (N,N-diisopropylethylamine), O1C2=C(OCCC1)C=C(C=C2)B(O)O (3,4-dihydro-2H-benzo[b][1,4]dioxepin-7-ylboronic acid). As a reaction SMILES: Cl[C:2]1[C:7]([CH:8]([CH2:13][CH2:14][CH3:15])[C:9]([O:11][CH3:12])=[O:10])=[C:6]([CH3:16])[N:5]=[C:4]([C:17]2[CH:22]=[CH:21][CH:20]=[CH:19][CH:18]=2)[N:3]=1.C(N(CC)C(C)C)(C)C.[O:32]1[CH2:38][CH2:37][CH2:36][O:35][C:34]2[CH:39]=[C:40](B(O)O)[CH:41]=[CH:42][C:33]1=2>COCCOC.O.[Pd].C1(P(C2C=CC=CC=2)C2C=CC=CC=2)C=CC=CC=1.C1(P(C2C=CC=CC=2)C2C=CC=CC=2)C=CC=CC=1.C1(P(C2C=CC=CC=2)C2C=CC=CC=2)C=CC=CC=1.C1(P(C2C=CC=CC=2)C2C=CC=CC=2)C=CC=CC=1>[O:32]1[CH2:38][CH2:37][CH2:36][O:35][C:34]2[CH:39]=[C:40]([C:2]3[C:7]([CH:8]([CH2:13][CH2:14][CH3:15])[C:9]([O:11][CH3:12])=[O:10])=[C:6]([CH3:16])[N:5]=[C:4]([C:17]4[CH:22]=[CH:21][CH:20]=[CH:19][CH:18]=4)[N:3]=3)[CH:41]=[CH:42][C:33]1=2 |f:3.4,5.6.7.8.9|. Reported procedure: This compound was prepared according to general method E from methyl 2-(4-chloro-6-methyl-2-phenylpyrimidin-5-yl)pentanoate (0.08 g; 0.25 mmol), tetrakis(triphenylphosphine) palladium(0) (0.029 mg; 0.025 mmol), N,N-diisopropylethylamine (0.173 mL; 1 mmol) and 3,4-dihydro-2H-benzo[b][1,4]dioxepin-7-ylboronic acid (0.097 g; 0.5 mmol) in DME-water (2 mL) for 30 min. Purification by flash-chromatography on silica gel using a gradient of ethyl acetate (2-40%) in heptane furnished 0.092 g (75%) of the... Reagents/catalysts: [Pd].C1(=CC=CC=C1)P(C1=CC=CC=C1)C1=CC=CC=C1.C1(=CC=CC=C1)P(C1=CC=CC=C1)C1=CC=CC=C1.C1(=CC=CC=C1)P(C1=CC=CC=C1)C1=CC=CC=C1.C1(=CC=CC=C1)P(C1=CC=CC=C1)C1=CC=CC=C1 (tetrakis(triphenylphosphine) palladium(0)). The yield is 85.1%.